From a dataset of the Open Reaction Database (ORD), a public repository of structured organic reaction records. describe an organic reaction: reactants, conditions, products, and yield Reactants: F[B-](F)(F)F, CCN(C(C)C)C(C)C, Cc1ccc(C2(O)CCNC2)nc1, COc1ccc(-c2nocc2C(=O)O)cc1Cl, Cl, Cl, CN(C)C=O, CN(C)C(On1nnc2ccccc21)=[N+](C)C. The product is COc1ccc(-c2nocc2C(=O)N2CCC(O)(c3ccc(C)cn3)C2)cc1Cl. Reaction SMILES: [B-:27]([F:28])([F:29])([F:30])[F:31].[CH2:18]([N:19]([CH:20]([CH3:21])[CH3:22])[CH:23]([CH3:24])[CH3:25])[CH3:26].[CH3:51][c:52]1[cH:53][cH:54][c:55]([C:58]2([OH:63])[CH2:59][NH:60][CH2:61][CH2:62]2)[n:56][cH:57]1.[Cl:1][c:2]1[cH:3][c:4](-[c:10]2[n:11][o:12][cH:13][c:14]2[C:15](=[O:16])[OH:17])[cH:5][cH:6][c:7]1[O:8][CH3:9].[ClH:49].[ClH:50].[O:64]=[CH:65][N:66]([CH3:67])[CH3:68].[n:32]1([O:33][C:34]([N:35]([CH3:36])[CH3:37])=[N+:38]([CH3:39])[CH3:40])[c:41]2[cH:42][cH:43][cH:44][cH:45][c:46]2[n:47][n:48]1>>[Cl:1][c:2]1[cH:3][c:4](-[c:10]2[n:11][o:12][cH:13][c:14]2[C:15](=[O:17])[N:60]2[CH2:59][C:58]([c:55]3[cH:54][cH:53][c:52]([CH3:51])[cH:57][n:56]3)([OH:63])[CH2:62][CH2:61]2)[cH:5][cH:6][c:7]1[O:8][CH3:9]. The product is Cl.C(C1=CC=CC=C1)(=O)C1=CC=C(CSC2=C(C=CC=3CCNCCC32)Cl)C=C1 (6-(4-Benzoylbenzylthio)-7-chloro-2,3,4,5-tetrahydro-1H-benzo[d]azepine Hydrochloride). Starting materials: C(C)(C)(C)OC(=O)N1CCC2=C(CC1)C(=C(C=C2)Cl)SC(N(C)C)=O (3-tert-butoxycarbonyl-7-chloro-6-dimethylcarbamoylthio-2,3,4,5-tetrahydro-1H-benzo[d]azepine), BrCC1=CC=C(C(=O)C2=CC=CC=C2)C=C1 (4-(bromomethyl)benzophenone). Reported procedure: Use a method similar to the Example 380 to react 3-tert-butoxycarbonyl-7-chloro-6-dimethylcarbamoylthio-2,3,4,5-tetrahydro-1H-benzo[d]azepine with 4-(bromomethyl)benzophenone. Purify by preparative reverse phase HPLC (Column: Xterra Prep RP18 19×250 mm; Solvent A: 10 mM aqueous ammonium carbonate, Solvent B: acetonitrile; 30-100% B over 20 minutes; flow rate 25 mL/ruin). Use a method similar to the General Procedure 2-2 to give the title compound as a white solid. MS (ES+) m/z: 408 (M+H)+. Reaction SMILES: C(OC([N:8]1[CH2:14][CH2:13][C:12]2[C:15]([S:20][C:21](=O)N(C)C)=[C:16]([Cl:19])[CH:17]=[CH:18][C:11]=2[CH2:10][CH2:9]1)=O)(C)(C)C.BrC[C:28]1[CH:41]=[CH:40][C:31]([C:32]([C:34]2[CH:39]=[CH:38][CH:37]=[CH:36][CH:35]=2)=[O:33])=[CH:30][CH:29]=1>>[ClH:19].[C:32]([C:34]1[CH:39]=[CH:38][C:37]([CH2:21][S:20][C:15]2[C:12]3[CH2:13][CH2:14][NH:8][CH2:9][CH2:10][C:11]=3[CH:18]=[CH:17][C:16]=2[Cl:19])=[CH:36][CH:35]=1)(=[O:33])[C:31]1[CH:40]=[CH:41][CH:28]=[CH:29][CH:30]=1 |f:2.3|. Reactants: CC1=C2C3=C(C(N4C(C(N3C(O2)C2=CC=CC=C2)=O)CCC4)=O)C=C1 (6,8,9,10,10a,11-hexahydro-3-methyl-1-phenyl-1H-oxazolo(5,4,3-jk)pyrrolo(2,1-C)(1,4)benzodiazepin-6,11-dione), C(C)(=O)OCC (ethyl acetate), O (water), B.[Na] (sodium boron hydride). Solvent: CO (methanol). Run at temperature -20 celsius, time 3 hour. The product is OC1=C(C=CC=2C(N3C(C(NC21)OC)CCC3)=O)C (2,3,5,10,11,11a-hexahydro-9-hydroxy-11-methoxy-8-methyl-1H-pyrrolo(2,1-C)(1,4)benzodiazepin-5-one). Reaction SMILES: [CH3:1][C:2]1[CH:25]=[CH:24][C:5]2[C:6](=[O:23])[N:7]3[CH2:22][CH2:21][CH2:20][CH:8]3[C:9](=[O:19])[N:10]3C(C4C=CC=CC=4)[O:12][C:3]=1[C:4]=23.B.[Na].[C:28](OCC)(=O)C.O>CO>[OH:12][C:3]1[C:4]2[NH:10][CH:9]([O:19][CH3:28])[CH:8]3[CH2:20][CH2:21][CH2:22][N:7]3[C:6](=[O:23])[C:5]=2[CH:24]=[CH:25][C:2]=1[CH3:1] |f:1.2,^1:26|. Procedure: Then, 1.43 g of the 6,8,9,10,10a,11-hexahydro-3-methyl-1-phenyl-1H-oxazolo(5,4,3-jk)pyrrolo(2,1-C)(1,4)benzodiazepin-6,11-dione was dissolved in 110 ml of methanol. To the solution, cooled to 0° to 5° C., was slowly added 820 mg of sodium boron hydride with stirring, and the whole mixture was stirred at 0° to 5° C. for 2.5 hours. 800 ml of ethyl acetate and 500 ml of water were added to the reaction mixture, the ethyl acetate layer was separated, and the aqueous layer was extracted with ethyl ac... Starting materials: Cc1ccc(N(CC(=O)O)S(=O)(=O)c2ccc3c(c2)CNCC3)cc1, CCNCC, CCN(CC)C(=O)CN(c1ccc(C)cc1)S(=O)(=O)c1ccc2c(c1)CN(C=O)CC2, O=CO. Product: CCN(CC)C(=O)CN(c1ccc(C)cc1)S(=O)(=O)c1ccc2c(c1)CNCC2. Reaction SMILES: [CH2:1]1[c:2]2[c:3]([cH:4][cH:5][c:6]([S:7]([N:8]([CH2:9][C:10]([OH:11])=[O:12])[c:13]3[cH:14][cH:15][c:16]([CH3:17])[cH:18][cH:19]3)(=[O:20])=[O:21])[cH:22]2)[CH2:23][CH2:24][NH:25]1.[CH2:26]([NH:27][CH2:28][CH3:29])[CH3:30].[CH2:31]([CH3:32])[N:33]([C:34]([CH2:35][N:36]([c:37]1[cH:38][cH:39][c:40]([CH3:43])[cH:41][cH:42]1)[S:44](=[O:45])(=[O:46])[c:47]1[cH:48][cH:49][c:50]2[c:55]([cH:56]1)[CH2:54][N:53]([CH:57]=[O:58])[CH2:52][CH2:51]2)=[O:59])[CH2:60][CH3:61].[CH:62]([OH:63])=[O:64]>>[CH2:31]([CH3:32])[N:33]([C:34]([CH2:35][N:36]([c:37]1[cH:38][cH:39][c:40]([CH3:43])[cH:41][cH:42]1)[S:44](=[O:45])(=[O:46])[c:47]1[cH:48][cH:49][c:50]2[c:55]([cH:56]1)[CH2:54][NH:53][CH2:52][CH2:51]2)=[O:59])[CH2:60][CH3:61]. The reactants are CCCc1nc2c(C)cc(-c3cn(CC(F)(F)F)cn3)cc2n1Cc1ccc(-c2ccccc2C(=O)OC(C)(C)C)cc1, ClCCl, O=C(O)C(F)(F)F. Product: CCCc1nc2c(C)cc(-c3cn(CC(F)(F)F)cn3)cc2n1Cc1ccc(-c2ccccc2C(=O)O)cc1. As a reaction SMILES: [CH2:1]([CH2:2][CH3:3])[c:4]1[n:5][c:6]2[c:7]([n:8]1[CH2:9][c:10]1[cH:11][cH:12][c:13](-[c:16]3[c:17]([C:22](=[O:23])[O:24][C:25]([CH3:26])([CH3:27])[CH3:28])[cH:18][cH:19][cH:20][cH:21]3)[cH:14][cH:15]1)[cH:29][c:30](-[c:34]1[n:35][cH:36][n:37]([CH2:39][C:40]([F:41])([F:42])[F:43])[cH:38]1)[cH:31][c:32]2[CH3:33].[CH2:51]([Cl:52])[Cl:53].[OH:44][C:45]([C:46]([F:47])([F:48])[F:49])=[O:50]>>[CH2:1]([CH2:2][CH3:3])[c:4]1[n:5][c:6]2[c:7]([n:8]1[CH2:9][c:10]1[cH:11][cH:12][c:13](-[c:16]3[c:17]([C:22](=[O:23])[OH:24])[cH:18][cH:19][cH:20][cH:21]3)[cH:14][cH:15]1)[cH:29][c:30](-[c:34]1[n:35][cH:36][n:37]([CH2:39][C:40]([F:41])([F:42])[F:43])[cH:38]1)[cH:31][c:32]2[CH3:33]. Starting materials: C(C1=CC=CC=C1)OC1=C(OC2=C(C=C(C=C2)NCCCN)F)C=CC(=C1)CC (N1-[4-(2-Benzyloxy-4-ethylphenoxy)-3-fluorophenyl]propan-1,3-diamine), C(C)(=O)OC(C)=O (acetic anhydride). Solvent: ClCCl (dichloromethane), ClCCl (dichloromethane). Product: C(C)(=O)N(CCCN)C1=CC(=C(C=C1)OC1=C(C=C(C=C1)CC)OCC1=CC=CC=C1)F (N-acetyl-N1-[4-(2-Benzyloxy-4-ethylphenoxy)-3-fluorophenyl]propan-1,3-diamine). As a reaction SMILES: [CH2:1]([O:8][C:9]1[CH:27]=[C:26]([CH2:28][CH3:29])[CH:25]=[CH:24][C:10]=1[O:11][C:12]1[CH:17]=[CH:16][C:15]([NH:18][CH2:19][CH2:20][CH2:21][NH2:22])=[CH:14][C:13]=1[F:23])[C:2]1[CH:7]=[CH:6][CH:5]=[CH:4][CH:3]=1.[C:30](OC(=O)C)(=[O:32])[CH3:31]>ClCCl>[C:30]([N:18]([C:15]1[CH:16]=[CH:17][C:12]([O:11][C:10]2[CH:24]=[CH:25][C:26]([CH2:28][CH3:29])=[CH:27][C:9]=2[O:8][CH2:1][C:2]2[CH:3]=[CH:4][CH:5]=[CH:6][CH:7]=2)=[C:13]([F:23])[CH:14]=1)[CH2:19][CH2:20][CH2:21][NH2:22])(=[O:32])[CH3:31]. Procedure: To a solution of N1-[4-(2-Benzyloxy-4-ethylphenoxy)-3-fluorophenyl]propan-1,3-diamine (60 mg, 0.15 mmol) in 10 ml of dry dichloromethane, cooled to 0° C., was added acetic anhydride (20 mg, 0.19 mmol) taken in 0.5 ml of dichloromethane dropwise. Starting materials: O (Water), C(C)(=O)N1C(C(C2=CC=C(C=C12)C(=O)OC)=C(C1=CC=CC=C1)OCC)=O (1-acetyl-3-(1-ethoxy-1-phenylmethylene)-6-methoxycarbonyl-2-indolinone), CN1CCN(CC1)CC(=O)N(C1=CC=C(C=C1)N)C (N-[(4-methyl-piperazin-1-yl)-methylcarbonyl]-N-methyl-p-phenylenediamine), N1CCCCC1 (piperidine). Run in CN(C=O)C (dimethylformamide). Run at temperature 80 celsius, time 1 hour. Yields the product CN1CCN(CC1)CC(=O)N(C)C1=CC=C(N\C(\C2=CC=CC=C2)=C\2/C(NC3=CC(=CC=C23)C(=O)OC)=O)C=C1 (3-Z-[1-(4-(N-((4-methyl-piperazin-1-yl)-methylcarbonyl)-N-methyl-amino)-anilino)-1-phenyl-methylene]-6-methoxycarbonyl-2-indolinone). Reaction SMILES: C([N:4]1[C:12]2[C:7](=[CH:8][CH:9]=[C:10]([C:13]([O:15][CH3:16])=[O:14])[CH:11]=2)[C:6](=[C:17](OCC)[C:18]2[CH:23]=[CH:22][CH:21]=[CH:20][CH:19]=2)[C:5]1=[O:27])(=O)C.[CH3:28][N:29]1[CH2:34][CH2:33][N:32]([CH2:35][C:36]([N:38]([CH3:46])[C:39]2[CH:44]=[CH:43][C:42]([NH2:45])=[CH:41][CH:40]=2)=[O:37])[CH2:31][CH2:30]1.N1CCCCC1.O>CN(C)C=O>[CH3:28][N:29]1[CH2:34][CH2:33][N:32]([CH2:35][C:36]([N:38]([C:39]2[CH:44]=[CH:43][C:42]([NH:45]/[C:17](=[C:6]3\[C:5](=[O:27])[NH:4][C:12]4[C:7]\3=[CH:8][CH:9]=[C:10]([C:13]([O:15][CH3:16])=[O:14])[CH:11]=4)/[C:18]3[CH:23]=[CH:22][CH:21]=[CH:20][CH:19]=3)=[CH:41][CH:40]=2)[CH3:46])=[O:37])[CH2:31][CH2:30]1. Reported procedure: 10.5 g (30.0 mmol) of 1-acetyl-3-(1-ethoxy-1-phenylmethylene)-6-methoxycarbonyl-2-indolinone (for preparation see WO 01/27081 mentioned above) and 8.60 g (33.0 mmol) N-[(4-methyl-piperazin-1-yl)-methylcarbonyl]-N-methyl-p-phenylenediamine (for preparation see WO 01/27081 mentioned above) are dissolved in 80 mL of dimethylformamide and stirred for 1 hour at 80° C. After cooling 6.50 mL of piperidine are added and the mixture is stirred for another two hours at ambient temperature. Water is added,... Reactants: CC12C3CCCCCCCCC3C2C(CC1C)(O)C (1,13,15-trimethyltricyclo[10.3.0.02,11 ]pentadecane-13-ol), CCCCCCCCCCCC(CCC)O (pentadecane-12-ol). The product is CC12C3CCCCCCCCC3C2C(CC1C)O (1,15-dimethyltricyclo[10.3.0.02,11 ]pentadecane-13-ol). Reaction SMILES: [CH3:1][C:2]12[CH:16]([CH3:17])[CH2:15][C:14](C)([OH:18])[CH:13]1[CH:12]1[CH:3]2[CH2:4][CH2:5][CH2:6][CH2:7][CH2:8][CH2:9][CH2:10][CH2:11]1.CCCCCCCCCCCC(O)CCC>>[CH3:1][C:2]12[CH:16]([CH3:17])[CH2:15][CH:14]([OH:18])[CH:13]1[CH:12]1[CH:3]2[CH2:4][CH2:5][CH2:6][CH2:7][CH2:8][CH2:9][CH2:10][CH2:11]1. Procedure details: 1,13,15-trimethyltricyclo[10.3.0.02,11 ]pentadecane-13-ol tricyclo]9.4.0.02,10 ]pentadecane-12-ol